Dataset: the Open Reaction Database (ORD), a public repository of structured organic reaction records. Task: describe an organic reaction: reactants, conditions, products, and yield Reactants: ClC1=CC=C(C=C1)Br (4-chlorobromobenzene), FC1=C(C=C(C=O)C=C1)Cl (4-fluoro-3-chlorobenzaldehyde), ClC1=CC=C(C=C1)C(O)C1=CC=C(C=C1)OC ((4-Chlorophenyl)(4-methoxyphenyl)methanol). The product is ClC=1C=C(C=CC1F)C(O)C1=CC=C(C=C1)Cl ((3-Chloro-4-fluorophenyl)(4-chlorophenyl)methanol). Reaction SMILES: [Cl:1][C:2]1[CH:7]=[CH:6][C:5](Br)=[CH:4][CH:3]=1.[F:9][C:10]1[CH:17]=[CH:16][C:13]([CH:14]=[O:15])=[CH:12][C:11]=1[Cl:18].ClC1C=CC(C(C2C=CC(OC)=CC=2)O)=CC=1>>[Cl:18][C:11]1[CH:12]=[C:13]([CH:14]([C:5]2[CH:6]=[CH:7][C:2]([Cl:1])=[CH:3][CH:4]=2)[OH:15])[CH:16]=[CH:17][C:10]=1[F:9]. Procedure details: The title compound was prepared starting from 5.00 g (26.12 mmol) of 4-chlorobromobenzene and 4.97 g (31.34 mmol) of 4-fluoro-3-chlorobenzaldehyde in analogy to the synthesis of the compound from Example 175A. 5.57 g (77% of theory) of the title compound were obtained. Starting materials: COC=1C=C2C=C(NC2=CC1)C (5-methoxy-2-methylindole), ClC1=CC=NC2=C(C=CC=C12)C(F)(F)F (4-chloro-8-trifluoromethylquinoline), C([O-])(O)=O.[Na+] (sodium bicarbonate). Run in CN1CCCC1=O (NMP), Cl (HCl), O1CCOCC1 (dioxane). Conditions: temperature 140 celsius. Product: COC=1C=C2C(=C(NC2=CC1)C)C1=CC=NC2=C(C=CC=C12)C (4-(5-Methoxy-2-methyl-1H-indol-3-yl)-8-methyl-quinoline). The yield is 93.7%. Reaction SMILES: [CH3:1][O:2][C:3]1[CH:4]=[C:5]2[C:9](=[CH:10][CH:11]=1)[NH:8][C:7]([CH3:12])=[CH:6]2.Cl[C:14]1[C:23]2[C:18](=[C:19]([C:24](F)(F)F)[CH:20]=[CH:21][CH:22]=2)[N:17]=[CH:16][CH:15]=1.C(=O)(O)[O-].[Na+]>CN1C(=O)CCC1.Cl.O1CCOCC1>[CH3:1][O:2][C:3]1[CH:4]=[C:5]2[C:9](=[CH:10][CH:11]=1)[NH:8][C:7]([CH3:12])=[C:6]2[C:14]1[C:23]2[C:18](=[C:19]([CH3:24])[CH:20]=[CH:21][CH:22]=2)[N:17]=[CH:16][CH:15]=1 |f:2.3|. Reported procedure: A mixture of 5-methoxy-2-methylindole (346 mg) and 4-chloro-8-trifluoromethylquinoline (380 mg) in NMP (1 ml) and 4M HCl in dioxane (0.1 ml) was heated at 140° C. for 50 min. Aqueous sodium bicarbonate was added and the mixture was extracted with ethyl acetate. The organic extracts were dried (MgSO4), evaporated and purified by chromatography (silica, petrol-acetone as eluent) to give the sub-title compound (465 mg). The reactants are O=C([O-])O, CN1CCNCC1, Cc1ccccc1, Cc1nn(C)c2c1N(C(=O)CCl)c1ccccc1NC2=O, [Na+]. Product: Cc1nn(C)c2c1N(C(=O)CN1CCN(C)CC1)c1ccccc1NC2=O. RXN SMILES: [C:29](=[O:30])([OH:31])[O-:32].[CH3:22][N:23]1[CH2:24][CH2:25][NH:26][CH2:27][CH2:28]1.[CH3:34][c:35]1[cH:36][cH:37][cH:38][cH:39][cH:40]1.[Cl:1][CH2:2][C:3](=[O:4])[N:5]1[c:6]2[c:7]([n:17]([CH3:21])[n:18][c:19]2[CH3:20])[C:8](=[O:16])[NH:9][c:10]2[c:11]1[cH:12][cH:13][cH:14][cH:15]2.[Na+:33]>>[CH2:2]([C:3](=[O:4])[N:5]1[c:6]2[c:7]([n:17]([CH3:21])[n:18][c:19]2[CH3:20])[C:8](=[O:16])[NH:9][c:10]2[c:11]1[cH:12][cH:13][cH:14][cH:15]2)[N:26]1[CH2:25][CH2:24][N:23]([CH3:22])[CH2:28][CH2:27]1. The reactants are C#CCCCc1ccccc1, CCCCCCC, Cc1ccc(S(=O)(=O)Oc2cccc(C(F)(F)F)c2)cc1. Product: FC(F)(F)c1cccc(C#CCCCc2ccccc2)c1. Reaction SMILES: [CH2:22]([CH2:23][CH2:24][C:25]#[CH:26])[c:27]1[cH:28][cH:29][cH:30][cH:31][cH:32]1.[CH3:33][CH2:34][CH2:35][CH2:36][CH2:37][CH2:38][CH3:39].[F:1][C:2]([c:3]1[cH:4][c:5]([O:9][S:10]([c:11]2[cH:12][cH:13][c:14]([CH3:15])[cH:16][cH:17]2)(=[O:18])=[O:19])[cH:6][cH:7][cH:8]1)([F:20])[F:21]>>[F:1][C:2]([c:3]1[cH:4][c:5]([C:26]#[C:25][CH2:24][CH2:23][CH2:22][c:27]2[cH:28][cH:29][cH:30][cH:31][cH:32]2)[cH:6][cH:7][cH:8]1)([F:20])[F:21]. Starting materials: CC1(CCC1)C1=CC(=C(N)C=C1)[N+](=O)[O-] (4-(1-methylcyclobutyl)-2-nitroaniline). The reagents and catalysts are [Pd] (Palladium on Carbon). The solvent is C(C)O (ethanol), C(C)O (ethanol). Reaction conditions: time 4 hour. Yields the product CC1(CCC1)C=1C=C(C(=CC1)N)N (4-(1-methylcyclobutyl)benzene-1,2-diamine). Isolated yield 101.1%. Reaction SMILES: [CH3:1][C:2]1([C:6]2[CH:12]=[CH:11][C:9]([NH2:10])=[C:8]([N+:13]([O-])=O)[CH:7]=2)[CH2:5][CH2:4][CH2:3]1>[Pd].C(O)C>[CH3:1][C:2]1([C:6]2[CH:7]=[C:8]([NH2:13])[C:9]([NH2:10])=[CH:11][CH:12]=2)[CH2:3][CH2:4][CH2:5]1. Reported procedure: A solution of 4-(1-methylcyclobutyl)-2-nitroaniline (138 mg. 0.668 mmol) in ethanol (8.5 mL, 140 mmol) was carefully treated with 10% Palladium on Carbon (14.2 mg, 0.0134 mmol) as a slurry in ethanol. The reaction flask was evacuated and filled with hydrogen gas three times and the reaction mixture was stirred under an atmosphere of Hydrogen for 4 h. The reaction mixture was filtered through a pad of solka Floc® and the pad was washed with 20 ml MeOH. The filtrate was concentrated to yield an oi... The reactants are C=CCOC(=O)N1CC2CC1C(=O)S2, CC1CCNCC1, CCOC(C)=O, C1CCOC1. The product is C=CCOC(=O)N1CC(S)CC1C(=O)N1CCC(C)CC1. Reaction SMILES: [CH2:1]([CH:2]=[CH2:3])[O:4][C:5](=[O:6])[N:7]1[CH:8]2[C:9](=[O:14])[S:10][CH:11]([CH2:12]1)[CH2:13]2.[CH3:15][CH:16]1[CH2:17][CH2:18][NH:19][CH2:20][CH2:21]1.[CH3:27][CH2:28][O:29][C:30](=[O:31])[CH3:32].[O:22]1[CH2:23][CH2:24][CH2:25][CH2:26]1>>[CH2:1]([CH:2]=[CH2:3])[O:4][C:5](=[O:6])[N:7]1[CH:8]([C:9](=[O:14])[N:19]2[CH2:18][CH2:17][CH:16]([CH3:15])[CH2:21][CH2:20]2)[CH2:13][CH:11]([SH:10])[CH2:12]1.